Task: describe an organic reaction: reactants, conditions, products, and yield. Dataset: the Open Reaction Database (ORD), a public repository of structured organic reaction records Starting materials: D4, FC1=C(C#N)C=C(C=C1)C=O (2-fluoro-5-formylbenzonitrile), FC(C1=CC=C(C=N1)O)(F)F (6-(trifluoromethyl)pyridin-3-ol). Product: C(=O)C=1C=CC(=C(C#N)C1)OC=1C=NC(=CC1)C(F)(F)F (5-formyl-2-((6-(trifluoromethyl)pyridin-3-yl)oxy)benzonitrile). RXN SMILES: F[C:2]1[CH:9]=[CH:8][C:7]([CH:10]=[O:11])=[CH:6][C:3]=1[C:4]#[N:5].[F:12][C:13]([F:22])([F:21])[C:14]1[N:19]=[CH:18][C:17]([OH:20])=[CH:16][CH:15]=1>>[CH:10]([C:7]1[CH:8]=[CH:9][C:2]([O:20][C:17]2[CH:18]=[N:19][C:14]([C:13]([F:22])([F:12])[F:21])=[CH:15][CH:16]=2)=[C:3]([CH:6]=1)[C:4]#[N:5])=[O:11]. Procedure details: The title compound was prepared by a procedure similar to that described for D4 starting from 2-fluoro-5-formylbenzonitrile and 6-(trifluoromethyl)pyridin-3-ol Reactants: C(CCCCCCCCC)OC=1C=C(C=O)C=C(C1)OCCCCCCCCCC (3,5-Didecyloxy-benzaldehyde), C(=O)C1=CC=C(OCCCCCCCCCCCCOC(C)=O)C=C1 (Acetic Acid 12-(4-Formyl-phenoxy)-dodecyl Ester), N1C=CC=C1 (pyrrole). Yields the product C(C)(=O)OCCCCCCCCCCCCOC1=CC=C(C=C1)C=1C2=CC=C(N2)C(=C2C=CC(C(=C3C=CC(=C(C=4C=CC1N4)C4=CC(=CC(=C4)OCCCCCCCCCC)OCCCCCCCCCC)N3)C3=CC(=CC(=C3)OCCCCCCCCCC)OCCCCCCCCCC)=N2)C2=CC(=CC(=C2)OCCCCCCCCCC)OCCCCCCCCCC (5-[4-(12-Acetyloxy-dodecyloxy)-phenyl]-10,15,20-tris-(3,5-didecyloxy-phenyl)-porphyrin). As a reaction SMILES: [CH2:1]([O:11][C:12]1[CH:13]=[C:14]([CH:17]=[C:18]([O:20][CH2:21][CH2:22][CH2:23][CH2:24][CH2:25][CH2:26][CH2:27][CH2:28][CH2:29][CH3:30])[CH:19]=1)[CH:15]=O)[CH2:2][CH2:3][CH2:4][CH2:5][CH2:6][CH2:7][CH2:8][CH2:9][CH3:10].[CH:31]([C:33]1[CH:55]=[CH:54][C:36]([O:37][CH2:38][CH2:39][CH2:40][CH2:41][CH2:42][CH2:43][CH2:44][CH2:45][CH2:46][CH2:47][CH2:48][CH2:49][O:50][C:51](=[O:53])[CH3:52])=[CH:35][CH:34]=1)=O.[NH:56]1[CH:60]=[CH:59][CH:58]=[CH:57]1>>[C:51]([O:50][CH2:49][CH2:48][CH2:47][CH2:46][CH2:45][CH2:44][CH2:43][CH2:42][CH2:41][CH2:40][CH2:39][CH2:38][O:37][C:36]1[CH:54]=[CH:55][C:33]([C:31]2[C:60]3[NH:56][C:57]([C:15]([C:14]4[CH:17]=[C:18]([O:20][CH2:21][CH2:22][CH2:23][CH2:24][CH2:25][CH2:26][CH2:27][CH2:28][CH2:29][CH3:30])[CH:19]=[C:12]([O:11][CH2:1][CH2:2][CH2:3][CH2:4][CH2:5][CH2:6][CH2:7][CH2:8][CH2:9][CH3:10])[CH:13]=4)=[C:57]4[N:56]=[C:60]([C:15]([C:14]5[CH:17]=[C:18]([O:20][CH2:21][CH2:22][CH2:23][CH2:24][CH2:25][CH2:26][CH2:27][CH2:28][CH2:29][CH3:30])[CH:19]=[C:12]([O:11][CH2:1][CH2:2][CH2:3][CH2:4][CH2:5][CH2:6][CH2:7][CH2:8][CH2:9][CH3:10])[CH:13]=5)=[C:60]5[NH:56][C:57](=[C:15]([C:14]6[CH:13]=[C:12]([O:11][CH2:1][CH2:2][CH2:3][CH2:4][CH2:5][CH2:6][CH2:7][CH2:8][CH2:9][CH3:10])[CH:19]=[C:18]([O:20][CH2:21][CH2:22][CH2:23][CH2:24][CH2:25][CH2:26][CH2:27][CH2:28][CH2:29][CH3:30])[CH:17]=6)[C:57]6[CH:58]=[CH:59][C:60]=2[N:56]=6)[CH:58]=[CH:59]5)[CH:59]=[CH:58]4)=[CH:58][CH:59]=3)=[CH:34][CH:35]=1)(=[O:53])[CH3:52]. Reported procedure: The title compound was prepared according to the method described in Example 24 above from 3,5-didecyloxy-benzaldehyde (see Example 13), acetic acid 12-(4-formyl-phenoxy)-dodecyl ester (see Example 6) and pyrrole. Reactants: CS(=O)(=O)C1=NSC(=N1)N1CC(CC(C1)C)C (3-methylsulfonyl-5-(3,5-dimethylpiperidino)-1,2,4-thiadiazole), C(C#C)O (2-propyn-1-ol), [H-].[Na+] (sodium hydride), O (water). Procedure details: In 3 ml of N,N-dimethylformamide were dissolved 373 mg of 3-methylsulfonyl-5-(3,5-dimethylpiperidino)-1,2,4-thiadiazole and 84 mg of 2-propyn-1-ol, and 71 mg of sodium hydride (oil suspension; content: 60 weight %) was added under ice-cooling. The mixture was stirred for 15 minutes and at room temperature for 1.5 hour. The reaction mixture was poured to water, and extracted with tert-butyl methyl ether. The organic layer was dried over anhydrous sodium sulfate, and concentrated under reduced pre... The solvent is CN(C=O)C (N,N-dimethylformamide). The yield is 95.8%. As a reaction SMILES: CS([C:5]1[N:9]=[C:8]([N:10]2[CH2:15][CH:14]([CH3:16])[CH2:13][CH:12]([CH3:17])[CH2:11]2)[S:7][N:6]=1)(=O)=O.[CH2:18]([OH:21])[C:19]#[CH:20].[H-].[Na+].O>CN(C)C=O>[CH2:18]([O:21][C:5]1[N:9]=[C:8]([N:10]2[CH2:15][CH:14]([CH3:16])[CH2:13][CH:12]([CH3:17])[CH2:11]2)[S:7][N:6]=1)[C:19]#[CH:20] |f:2.3|. Conditions: time 1.5 hour. Product: C(C#C)OC1=NSC(=N1)N1CC(CC(C1)C)C (3-(2-propynyloxy)-5-(3,5-dimethylpiperidino)-1,2,4-thiadiazole). Procedure details: A mixture of 73.4 gm. of 3-[(5-methyl-2-phenyl-4-imidazolyl)methylene]dithiocarbazic acid methyl ester and 500 ml. of diphenyl ether is reacted as described in Example 58 giving the desired product as purple crystals, m.p. 237.5°-239° C. Starting materials: CSC(NN=CC=1N=C(NC1C)C1=CC=CC=C1)=S (3-[(5-methyl-2-phenyl-4-imidazolyl)methylene]dithiocarbazic acid methyl ester), C1(=CC=CC=C1)OC1=CC=CC=C1 (diphenyl ether). RXN SMILES: C[S:2][C:3](=S)[NH:4][N:5]=[CH:6][C:7]1[N:8]=[C:9]([C:13]2[CH:18]=[CH:17][CH:16]=[CH:15][CH:14]=2)[NH:10][C:11]=1[CH3:12].C1(OC2C=CC=CC=2)C=CC=CC=1>>[CH3:12][C:11]1[N:10]=[C:9]([C:13]2[CH:18]=[CH:17][CH:16]=[CH:15][CH:14]=2)[N:8]2[C:7]=1[CH:6]=[N:5][NH:4][C:3]2=[S:2]. Product: CC=1N=C(N2C(NN=CC21)=S)C2=CC=CC=C2 (8-Methyl-6-phenyl-imidazo[1,5-d]-as-triazine-4-(3H)-thione). The reactants are NaIO4, O (H2O), FC1=CC=C(C=C1)N1CCN(CC1)CCCCN1CSCC1=O (3-[4-[1-(4-fluorophenyl)-4-piperazinyl]butyl]-4-thiazolidinone). Solvent: C1CCOC1 (THF). Yields the product FC1=CC=C(C=C1)N1CCN(CC1)CCCCN1CS(CC1=O)=O (3-[4-[1-(4-Fluorophenyl)-4-piperazinyl]butyl]-1,4-dioxothiazolidine). RXN SMILES: [OH2:1].[F:2][C:3]1[CH:8]=[CH:7][C:6]([N:9]2[CH2:14][CH2:13][N:12]([CH2:15][CH2:16][CH2:17][CH2:18][N:19]3[C:23](=[O:24])[CH2:22][S:21][CH2:20]3)[CH2:11][CH2:10]2)=[CH:5][CH:4]=1>C1COCC1>[F:2][C:3]1[CH:4]=[CH:5][C:6]([N:9]2[CH2:10][CH2:11][N:12]([CH2:15][CH2:16][CH2:17][CH2:18][N:19]3[C:23](=[O:24])[CH2:22][S:21](=[O:1])[CH2:20]3)[CH2:13][CH2:14]2)=[CH:7][CH:8]=1. Procedure: A second run using NaIO4 (1.41 g), H2O (13 ml), 1 (2.02 g) and THF (20 ml) was conducted in a similar manner yielding 0.910 g of product.